This data is from the Open Reaction Database (ORD), a public repository of structured organic reaction records. The task is: describe an organic reaction: reactants, conditions, products, and yield Reactants: ClC1=NC=CC(=N1)C1=C(N=C2N1C=CC(=C2)F)C=2C=C(C(=O)NC1=C(C=CC=C1F)F)C=CC2 (3-[3-(2-chloro-4-pyrimidinyl)-7-fluoroimidazo[1,2-a]pyridin-2-yl]-N-(2,6-difluorophenyl)benzamide), COC1=C(N)C=CC(=C1)N1CCC(CC1)N1CCN(CC1)S(=O)(=O)C (2-(methyloxy)-4-{4-[4-(methylsulfonyl)-1-piperazinyl]-1-piperidinyl}aniline), Cl (HCl), O1CCOCC1 (dioxane), C[O-].[Na+] (sodium methoxide), Teflon. The solvent is CO (MeOH), CCCCCC (hexane), FC(CO)(F)F (2,2,2-trifluoroethanol), C(Cl)Cl (DCM). Reaction conditions: temperature 175 celsius. Yields the product FC1=C(C(=CC=C1)F)NC(C1=CC(=CC=C1)C=1N=C2N(C=CC(=C2)F)C1C1=NC(=NC=C1)NC1=C(C=C(C=C1)N1CCC(CC1)N1CCN(CC1)S(=O)(=O)C)OC)=O (N-(2,6-difluorophenyl)-3-(7-fluoro-3-{2-[(2-(methyloxy)-4-{4-[4-(methylsulfonyl)-1-piperazinyl]-1-piperidinyl}phenyl)amino]-4-pyrimidinyl}imidazo[1,2-a]pyridin-2-yl)benzamide). Isolated yield 64.7%. As a reaction SMILES: Cl[C:2]1[N:7]=[C:6]([C:8]2[N:12]3[CH:13]=[CH:14][C:15]([F:17])=[CH:16][C:11]3=[N:10][C:9]=2[C:18]2[CH:19]=[C:20]([CH:32]=[CH:33][CH:34]=2)[C:21]([NH:23][C:24]2[C:29]([F:30])=[CH:28][CH:27]=[CH:26][C:25]=2[F:31])=[O:22])[CH:5]=[CH:4][N:3]=1.[CH3:35][O:36][C:37]1[CH:43]=[C:42]([N:44]2[CH2:49][CH2:48][CH:47]([N:50]3[CH2:55][CH2:54][N:53]([S:56]([CH3:59])(=[O:58])=[O:57])[CH2:52][CH2:51]3)[CH2:46][CH2:45]2)[CH:41]=[CH:40][C:38]=1[NH2:39].Cl.O1CCOCC1.C[O-].[Na+]>FC(F)(F)CO.CO.C(Cl)Cl.CCCCCC>[F:31][C:25]1[CH:26]=[CH:27][CH:28]=[C:29]([F:30])[C:24]=1[NH:23][C:21](=[O:22])[C:20]1[CH:32]=[CH:33][CH:34]=[C:18]([C:9]2[N:10]=[C:11]3[CH:16]=[C:15]([F:17])[CH:14]=[CH:13][N:12]3[C:8]=2[C:6]2[CH:5]=[CH:4][N:3]=[C:2]([NH:39][C:38]3[CH:40]=[CH:41][C:42]([N:44]4[CH2:49][CH2:48][CH:47]([N:50]5[CH2:55][CH2:54][N:53]([S:56]([CH3:59])(=[O:58])=[O:57])[CH2:52][CH2:51]5)[CH2:46][CH2:45]4)=[CH:43][C:37]=3[O:36][CH3:35])[N:7]=2)[CH:19]=1 |f:4.5|. Procedure details: To 3-[3-(2-chloro-4-pyrimidinyl)-7-fluoroimidazo[1,2-a]pyridin-2-yl]-N-(2,6-difluoro-phenyl)benzamide (Example 194, step B) (80 mg, 0.17 mmol) and 2-(methyloxy)-4-{4-[4-(methylsulfonyl)-1-piperazinyl]-1-piperidinyl}aniline (Example 58, step B) (61 mg, 0.17 mmol) in 2,2,2-trifluoroethanol (0.80 mL) was added 4 M HCl in dioxane (84 μL, 0.33 mmol). The mixture was stirred and heated on a microwave at 175° C. for 35 min, then cooled to rt. The mixture was neutralized with 0.5M sodium methoxide in Me...